From a dataset of the Open Reaction Database (ORD), a public repository of structured organic reaction records. describe an organic reaction: reactants, conditions, products, and yield The reactants are C(C1=CC=CC=C1)OC1=CC=C(C=C1)C1=CN(C=2N=CN=C(C21)N)C2=CC=C(C=C2)OCCN2C=NC=C2 (5-(4-benzyloxyphenyl)-7-[4-(2-(1-imidazolyl)ethoxy)phenyl]-4-aminopyrrolo[2,3-d]-pyrimidine), [H][H] (hydrogen). Reagents/catalysts: [Pd] (palladium/carbon). The solvent is C1CCOC1 (THF). Yields the product OC1=CC=C(C=C1)C1=CN(C=2N=CN=C(C21)N)C2=CC=C(C=C2)OCCN2C=NC=C2 (5-(4-Hydroxyphenyl)-7-[4-(2-(1-imidazolyl)ethoxy)phenyl]-4-aminopyrrolo-[2,3-d]pyrimidine). RXN SMILES: C([O:8][C:9]1[CH:14]=[CH:13][C:12]([C:15]2[C:23]3[C:22]([NH2:24])=[N:21][CH:20]=[N:19][C:18]=3[N:17]([C:25]3[CH:30]=[CH:29][C:28]([O:31][CH2:32][CH2:33][N:34]4[CH:38]=[CH:37][N:36]=[CH:35]4)=[CH:27][CH:26]=3)[CH:16]=2)=[CH:11][CH:10]=1)C1C=CC=CC=1.[H][H]>C1COCC1.[Pd]>[OH:8][C:9]1[CH:10]=[CH:11][C:12]([C:15]2[C:23]3[C:22]([NH2:24])=[N:21][CH:20]=[N:19][C:18]=3[N:17]([C:25]3[CH:26]=[CH:27][C:28]([O:31][CH2:32][CH2:33][N:34]4[CH:38]=[CH:37][N:36]=[CH:35]4)=[CH:29][CH:30]=3)[CH:16]=2)=[CH:13][CH:14]=1. Reported procedure: 0.5 g of 5-(4-benzyloxyphenyl)-7-[4-(2-(1-imidazolyl)ethoxy)phenyl]-4-aminopyrrolo[2,3-d]-pyrimidine is hydrogenated for 22 h in a hydrogen atmosphere at normal pressure and about 50° C. in 15 ml of THF in the presence of 0.1 g of 5% palladium/carbon. After filtration through Celite and crystallization by addition of ether, 5-(4-hydroxyphenyl)-7-[4-(2-(1-imidazolyl)ethoxy)phenyl]-4-aminopyrrolo[2,3-d]pyrimidine having an m.p. of 210°-212° C. is obtained. Reactants: C(C)OC1=C(C=C(C=C1)S(=O)(=O)Cl)C1=NN2C(C(N1)=O)=C(N=C2C)C (4-ethoxy-3-(5,7-dimethyl-4-oxo-3,4-dihydroimidazo[5,1-f][1,2,4]triazin-2-yl)-benzenesulphonyl chloride), ON1CCNCC1 (4-hydroxypiperazine), C(C)OC1=C(C=C(C=C1)S(=O)(=O)N1C(CN(CC1)O)CC)C1=NN2C(C(N1)=O)=C(N=C2C)C (2-[2-ethoxy-5-(4-hydroxy-ethylpiperazine-1-sulphonyl)-phenyl]-5,7-dimethyl-3H-imidazo[5,1-f]-[1,2,4]triazin-4-one). Product: C(C)OC1=C(C=C(C=C1)S(=O)(=O)N1CCN(CC1)CCO)C1=NN2C(C(N1)=O)=C(N=C2C)C (2-[2-Ethoxy-5-(4-hydroxyethylpiperazine-1-sulphonyl)-phenyl]-5,7-dimethyl-3H-imidazo[5,1-f]-[1,2,4]triazin-4-one). Reaction SMILES: [CH2:1]([O:3]C1C=CC(S(Cl)(=O)=O)=CC=1C1NC(=O)C2=C(C)N=C(C)N2N=1)[CH3:2].ON1CCNCC1.[CH2:33]([O:35][C:36]1[CH:41]=[CH:40][C:39]([S:42]([N:45]2[CH2:50][CH2:49][N:48](O)[CH2:47][CH:46]2CC)(=[O:44])=[O:43])=[CH:38][C:37]=1[C:54]1[NH:59][C:58](=[O:60])[C:57]2=[C:61]([CH3:65])[N:62]=[C:63]([CH3:64])[N:56]2[N:55]=1)[CH3:34]>>[CH2:33]([O:35][C:36]1[CH:41]=[CH:40][C:39]([S:42]([N:45]2[CH2:50][CH2:49][N:48]([CH2:2][CH2:1][OH:3])[CH2:47][CH2:46]2)(=[O:43])=[O:44])=[CH:38][C:37]=1[C:54]1[NH:59][C:58](=[O:60])[C:57]2=[C:61]([CH3:65])[N:62]=[C:63]([CH3:64])[N:56]2[N:55]=1)[CH3:34]. Procedure: By the same method, starting with 100 mg (0.261 mmol) of 4-ethoxy-3-(5,7-dimethyl-4-oxo-3,4-dihydroimidazo[5,1-f][1,2,4]triazin-2-yl)-benzenesulphonyl chloride and 100 mg (0.784 mmol) of 4-hydroxypiperazine, 45 mg (36.1% of theory) of 2-[2-ethoxy-5-(4-hydroxy-ethylpiperazine-1-sulphonyl)-phenyl]-5,7-dimethyl-3H-imidazo[5,1-f]-[1,2,4]triazin-4-one are obtained. The reactants are C(C1=CC=CC=C1)OC=1C=C(C=CC1OC)C1=CC=CC(=N1)C(=O)OC (methyl 6-(3-benzyloxy-4-methoxyphenyl)pyridine-2-carboxylate). The reagents and catalysts are [Pd] (palladium/carbon). The solvent is C1CCOC1.CO (THF methanol). Product: OC=1C=C(C=CC1OC)C1=CC=CC(=N1)C(=O)OC (methyl 6-(3-hydroxy-4-methoxyphenyl)pyridine-2-carboxylate). Reaction SMILES: C([O:8][C:9]1[CH:10]=[C:11]([C:17]2[N:22]=[C:21]([C:23]([O:25][CH3:26])=[O:24])[CH:20]=[CH:19][CH:18]=2)[CH:12]=[CH:13][C:14]=1[O:15][CH3:16])C1C=CC=CC=1>[Pd].C1COCC1.CO>[OH:8][C:9]1[CH:10]=[C:11]([C:17]2[N:22]=[C:21]([C:23]([O:25][CH3:26])=[O:24])[CH:20]=[CH:19][CH:18]=2)[CH:12]=[CH:13][C:14]=1[O:15][CH3:16] |f:2.3|. Procedure details: In a mixed solvent of THF-methanol, methyl 6-(3-benzyloxy-4-methoxyphenyl)pyridine-2-carboxylate was stirred in the presence of palladium/carbon under a hydrogen atmosphere to obtain methyl 6-(3-hydroxy-4-methoxyphenyl)pyridine-2-carboxylate. The obtained compound is reacted with cyclopropylmethyl bromide and potassium carbonate in DMF under heating to obtain methyl 6-(3-cyclopropylmethoxy-4-methoxyphenyl) pyridine-2-carboxylate, which was further reacted in a mixed solvent of THF-methanol under... Reactants: C(C)OC(=O)C(CCC1=CC=CC=C1)NC1C(N(CC(SC1)C=1OC=CC1)CC(=O)O)=O (α-[6-(1-Ethoxycarbonyl-3-phenylpropylamino)-2-(2-furyl)-5-oxoperhydro-1,4-thiazepin-4-yl]acetic acid), [OH-].[Na+] (sodium hydroxide). Product: C(=O)(O)C(CCC1=CC=CC=C1)NC1C(N(CC(SC1)C=1OC=CC1)CC(=O)O)=O (α-[6-(1-Carboxy-3-phenylpropylamino)-2-(2-furyl)-5-oxoperhydro-1,4-thiazepin-4-yl]acetic acid). Isolated yield 71.3%. RXN SMILES: C([O:3][C:4]([CH:6]([NH:15][CH:16]1[CH2:22][S:21][CH:20]([C:23]2[O:24][CH:25]=[CH:26][CH:27]=2)[CH2:19][N:18]([CH2:28][C:29]([OH:31])=[O:30])[C:17]1=[O:32])[CH2:7][CH2:8][C:9]1[CH:14]=[CH:13][CH:12]=[CH:11][CH:10]=1)=[O:5])C.[OH-].[Na+]>>[C:4]([CH:6]([NH:15][CH:16]1[CH2:22][S:21][CH:20]([C:23]2[O:24][CH:25]=[CH:26][CH:27]=2)[CH2:19][N:18]([CH2:28][C:29]([OH:31])=[O:30])[C:17]1=[O:32])[CH2:7][CH2:8][C:9]1[CH:10]=[CH:11][CH:12]=[CH:13][CH:14]=1)([OH:5])=[O:3] |f:1.2|. Reported procedure: Following the procedure described in Example 44, 130 mg of α-[6-(1-ethoxycarbonyl-3-phenylpropylamino)-2-(2-furyl)-5-oxoperhydro-1,4-thiazepin-4-yl]acetic acid (prepared as described in Example 57 above) were hydrolyzed with sodium hydroxide, to afford 87 mg of the title compound as a powder. Starting materials: COc1ccc(C(=O)O)cc1OC, Cl, Cc1ccc(NC(=O)c2cccc(C(F)(F)F)c2)cc1N, O=P(Cl)(Cl)Cl, c1ccncc1. Product: COc1ccc(C(=O)Nc2cc(NC(=O)c3cccc(C(F)(F)F)c3)ccc2C)cc1OC. RXN SMILES: [CH3:27][O:28][c:29]1[cH:30][cH:31][c:32]([C:37]([OH:38])=[O:39])[cH:33][c:34]1[O:35][CH3:36].[ClH:40].[NH2:6][c:7]1[cH:8][c:9]([NH:14][C:15]([c:16]2[cH:17][c:18]([C:22]([F:23])([F:24])[F:25])[cH:19][cH:20][cH:21]2)=[O:26])[cH:10][cH:11][c:12]1[CH3:13].[P:1]([Cl:2])([Cl:3])([Cl:4])=[O:5].[cH:41]1[cH:42][cH:43][n:44][cH:45][cH:46]1>>[NH:6]([c:7]1[cH:8][c:9]([NH:14][C:15]([c:16]2[cH:17][c:18]([C:22]([F:23])([F:24])[F:25])[cH:19][cH:20][cH:21]2)=[O:26])[cH:10][cH:11][c:12]1[CH3:13])[C:37]([c:32]1[cH:31][cH:30][c:29]([O:28][CH3:27])[c:34]([O:35][CH3:36])[cH:33]1)=[O:38]. The reactants are C1CCNCC1, CCO, [K+], CCCNc1cc(Cl)nc(N)[n+]1[O-], [OH-]. The product is CCCNc1cc(N2CCCCC2)nc(N)[n+]1[O-]. Reaction SMILES: [CH2:14]1[CH2:15][CH2:16][NH:17][CH2:18][CH2:19]1.[CH3:22][CH2:23][OH:24].[K+:21].[NH2:1][c:2]1[n:3][c:4]([Cl:13])[cH:5][c:6]([NH:9][CH2:10][CH2:11][CH3:12])[n+:7]1[O-:8].[OH-:20]>>[NH2:1][c:2]1[n:3][c:4]([N:17]2[CH2:16][CH2:15][CH2:14][CH2:19][CH2:18]2)[cH:5][c:6]([NH:9][CH2:10][CH2:11][CH3:12])[n+:7]1[O-:8]. Starting materials: petrol chloroform, C1(=CC=CC=C1)S1(NC=NC(=C1)C1=CC=CC=C1)=O (1,5-diphenyl-1H-1,2,4-thiadiazine-1-oxide), BrBr (bromine). Solvent: C(Cl)(Cl)Cl (chloroform), C(Cl)(Cl)Cl (chloroform). Run at time 30 minute. Yields the product BrC1=C(N=CNS1(C1=CC=CC=C1)=O)C1=CC=CC=C1 (6-bromo-1,5-diphenyl-1H-1,2,4-thiadiazine-1-oxide). Yield: 160.3%. Reaction SMILES: [C:1]1([SH:7]2(=[O:19])[CH:12]=[C:11]([C:13]3[CH:18]=[CH:17][CH:16]=[CH:15][CH:14]=3)[N:10]=[CH:9][NH:8]2)[CH:6]=[CH:5][CH:4]=[CH:3][CH:2]=1.[Br:20]Br>C(Cl)(Cl)Cl>[Br:20][C:12]1[SH:7](=[O:19])([C:1]2[CH:6]=[CH:5][CH:4]=[CH:3][CH:2]=2)[NH:8][CH:9]=[N:10][C:11]=1[C:13]1[CH:14]=[CH:15][CH:16]=[CH:17][CH:18]=1. Reported procedure: To a solution of 4.5 g (16 mmole) of 1,5-diphenyl-1H-1,2,4-thiadiazine-1-oxide of Example 1 in 225 ml of chloroform was added over 20 minutes a solution of 2.8 g, (7.5 mmole) of bromine in 25 ml of chloroform. After the addition was complete, the mixture was stirred for 30 minutes before reducing to an oil which was subjected to flash chromatography (SiO2, petrol:chloroform 1:1) to obtain 4.2 g of (73%) 6-bromo-1,5-diphenyl-1H-1,2,4-thiadiazine-1-oxide melting at 135°-136° C. after crystallizati...